Task: describe an organic reaction: reactants, conditions, products, and yield. Dataset: the Open Reaction Database (ORD), a public repository of structured organic reaction records Starting materials: CN1CCNCC1 (N-methylpiperazine), CCN(C(C)C)C(C)C (DIEA), C(C)OC(CC1=CC=C(C=C1)S(=O)(=O)Cl)=O ((4-chlorosulfonyl-phenyl)-acetic acid ethyl ester). Run in C(Cl)Cl (DCM), C(Cl)Cl (DCM). Run at temperature 0 celsius, time 2 hour. The product is C(C)OC(CC1=CC=C(C=C1)S(=O)(=O)N1CCN(CC1)C)=O ([4-(4-methyl-piperazine-1-sulfonyl)-phenyl]-acetic acid ethyl ester). As a reaction SMILES: [CH3:1][N:2]1[CH2:7][CH2:6][NH:5][CH2:4][CH2:3]1.CCN(C(C)C)C(C)C.[CH2:17]([O:19][C:20](=[O:32])[CH2:21][C:22]1[CH:27]=[CH:26][C:25]([S:28](Cl)(=[O:30])=[O:29])=[CH:24][CH:23]=1)[CH3:18]>C(Cl)Cl>[CH2:17]([O:19][C:20](=[O:32])[CH2:21][C:22]1[CH:27]=[CH:26][C:25]([S:28]([N:5]2[CH2:6][CH2:7][N:2]([CH3:1])[CH2:3][CH2:4]2)(=[O:29])=[O:30])=[CH:24][CH:23]=1)[CH3:18]. Procedure: A solution of N-methylpiperazine (9.23 g, 10.21 ml, 0.092 mol), DIEA (13 g, 17.4 mL, 0.10 mol) and DCM 80 mL is cooled to 0° C., and to this is added a solution of the title B compound, (4-chlorosulfonyl-phenyl)-acetic acid ethyl ester (22 g, 0.083 mol) in 50 mL of DCM within 30 min. Reaction mixture stirred at 0° C. for 2 h, and the reaction mixture is washed with water (100 mL), followed by 0.1 N aqueous hydrochloric acid solution (1×200 mL). The organic layer dried over sodium sulfate, filter... Starting materials: C1(=CC=CC=C1)CCCOCC1OC1 (3-phenylpropoxymethyloxirane), [N-]=[N+]=[N-].[Na+] (sodium azide), CO (methanol), C(=O)OC (methyl formate). Solvent: O (water). Yields the product C1(=CC=CC=C1)CCCOCC(CN=[N+]=[N-])O (3-(3-phenylpropoxy)-2-hydroxypropylazide). The yield is 93.5%. RXN SMILES: [C:1]1([CH2:7][CH2:8][CH2:9][O:10][CH2:11][CH:12]2[CH2:14][O:13]2)[CH:6]=[CH:5][CH:4]=[CH:3][CH:2]=1.[N-:15]=[N+:16]=[N-:17].[Na+].CO.C(OC)=O>O>[C:1]1([CH2:7][CH2:8][CH2:9][O:10][CH2:11][CH:12]([OH:13])[CH2:14][N:15]=[N+:16]=[N-:17])[CH:6]=[CH:5][CH:4]=[CH:3][CH:2]=1 |f:1.2|. Procedure: A procedure similar to that described in Preparation 12 was repeated, except that 5.77 g of 3-phenylpropoxymethyloxirane (prepared as described in Preparation 52), 9.75 g of sodium azide, 160 ml of an 8:1 by volume mixture of methanol and water and 40 ml of methyl formate were used, to give 6.6 g of the title compound as a pale yellow oil having an Rf value of 0.27 (on silica gel thin layer chromatography, using a 1:5 by volume mixture of ethyl acetate and hexane as the developing solvent). The reactants are [H-].[Al+3].[Li+].[H-].[H-].[H-] (lithium aluminum hydride), O=C(CCC1=CNC=2CCCC(C12)=O)N1CCNCC1 (3-(3-Oxo-3-piperazin-1-yl-propyl)-1,5,6,7-tetrahydro-indol-4-one), ClCCl.CO.N (dichloromethane methanol ammonia). The solvent is O1CCCC1 (tetrahydrofuran), O1CCOCC1 (1,4-dioxane). Reaction conditions: temperature 70 celsius. The product is N1(CCNCC1)CCCC1=CNC=2CCCCC12 (3-(3-piperazin-1-yl-propyl)-4,5,6,7-tetrahydro-1H-indole). The yield is 67.4%. Reaction SMILES: O=[C:2]([N:15]1[CH2:20][CH2:19][NH:18][CH2:17][CH2:16]1)[CH2:3][CH2:4][C:5]1[C:13]2[C:12](=O)[CH2:11][CH2:10][CH2:9][C:8]=2[NH:7][CH:6]=1.[H-].[Al+3].[Li+].[H-].[H-].[H-].ClCCl.CO.N>O1CCOCC1.O1CCCC1>[N:15]1([CH2:2][CH2:3][CH2:4][C:5]2[C:13]3[CH2:12][CH2:11][CH2:10][CH2:9][C:8]=3[NH:7][CH:6]=2)[CH2:20][CH2:19][NH:18][CH2:17][CH2:16]1 |f:1.2.3.4.5.6,7.8.9|. Procedure: 3-(3-Oxo-3-piperazin-1-yl-propyl)-1,5,6,7-tetrahydro-indol-4-one (3.8 g, 75% pure) was dissolved in 1,4-dioxane (4×50 ml) and was added to a mixture of lithium aluminum hydride (3.9 g, 7 equiv.) in 50 ml of tetrahydrofuran at 0° C. The reaction mixture was refluxed at 70° C. overnight. Thin layer chromatography (dichloromethane: methanol: ammonia 5:1:0.1) showed one major spot. The reaction mixture was quenched by DI water (6 ml), 10% sodium hydroxide (14 ml) and DI water (15 ml). The formed sol... The reactants are COCCOC, CN1CCOCC1, CC(C)COC(=O)Cl, CC(C)(C)OC(=O)NC1CCC(C(=O)O)CC1N=[N+]=[N-]. The product is CC(C)(C)OC(=O)NC1CCC(CO)CC1N=[N+]=[N-]. Reaction SMILES: [CH2:36]([CH2:37][O:38][CH3:39])[O:40][CH3:41].[CH3:29][N:30]1[CH2:31][CH2:32][O:33][CH2:34][CH2:35]1.[Cl:21][C:22]([O:23][CH2:24][CH:25]([CH3:26])[CH3:27])=[O:28].[N:1](=[N+:2]=[N-:3])[CH:4]1[CH2:5][CH:6]([C:18](=[O:19])[OH:20])[CH2:7][CH2:8][CH:9]1[NH:10][C:11](=[O:12])[O:13][C:14]([CH3:15])([CH3:16])[CH3:17]>>[N:1](=[N+:2]=[N-:3])[CH:4]1[CH2:5][CH:6]([CH2:18][OH:19])[CH2:7][CH2:8][CH:9]1[NH:10][C:11](=[O:12])[O:13][C:14]([CH3:15])([CH3:16])[CH3:17].